This data is from the Open Reaction Database (ORD), a public repository of structured organic reaction records. The task is: describe an organic reaction: reactants, conditions, products, and yield Reactants: Cl (Hydrochloric acid), NCCNC(=O)OCC1=C(C=CC=C1)N(C=O)CCCCCCCCCCCCCCCCCC ([2-[[N-(2-Aminoethyl)carbamoyloxy]methyl]phenyl]-N-octadecylformamide). The solvent is C(C)(=O)OCC (ethyl acetate), C(C)O (ethanol), C(C)(=O)OCC (ethyl acetate). Conditions: time 10 minute. Yields the product Cl.NCCNC(=O)OCC1=C(C=CC=C1)N(C=O)CCCCCCCCCCCCCCCCCC ([2-[[N-(2-Aminoethyl)carbamoyloxy]methyl]phenyl]-N-octadecylformamide hydrochloride). Reaction SMILES: [ClH:1].[NH2:2][CH2:3][CH2:4][NH:5][C:6]([O:8][CH2:9][C:10]1[CH:15]=[CH:14][CH:13]=[CH:12][C:11]=1[N:16]([CH2:19][CH2:20][CH2:21][CH2:22][CH2:23][CH2:24][CH2:25][CH2:26][CH2:27][CH2:28][CH2:29][CH2:30][CH2:31][CH2:32][CH2:33][CH2:34][CH2:35][CH3:36])[CH:17]=[O:18])=[O:7]>C(OCC)(=O)C.C(O)C>[ClH:1].[NH2:2][CH2:3][CH2:4][NH:5][C:6]([O:8][CH2:9][C:10]1[CH:15]=[CH:14][CH:13]=[CH:12][C:11]=1[N:16]([CH2:19][CH2:20][CH2:21][CH2:22][CH2:23][CH2:24][CH2:25][CH2:26][CH2:27][CH2:28][CH2:29][CH2:30][CH2:31][CH2:32][CH2:33][CH2:34][CH2:35][CH3:36])[CH:17]=[O:18])=[O:7] |f:4.5|. Reported procedure: 4N Hydrochloric acid--ethyl acetate solution (0.30 ml) was added to a solution of [2-[[N-(2-Aminoethyl)carbamoyloxy]methyl]phenyl]-N-octadecylformamide (0.33 g) in a mixture of ethyl acetate (10 ml) and ethanol (2 ml) at room temperature. After being stirred for 10 minutes, the reaction mixture was concentrated. The residue was recrystallized from ethyl acetate-ethanol mixed solvent, thereby yielding 0.30 g of the aimed compound as white crystals. The reactants are CC(C)([O-])C.[Li+] (Lithium tert-butoxide), C(C)OC(CC1=NC=C(C=C1)CN1CCOCC1)=O ((5-morpholin-4-ylmethyl-pyridin-2-yl)-acetic acid ethyl ester), FC=1C=C(C#N)C=CC1[N+](=O)[O-] (3-fluoro-4-nitrobenzonitrile), [Cl-].[NH4+] (ammonium chloride). Run in O1CCCC1 (tetrahydrofuran), C1(=CC=CC=C1)C (toluene), O1CCCC1 (tetrahydrofuran). Conditions: temperature -20 celsius, time 20 minute. Yields the product C(C)OC(C(C1=NC=C(C=C1)CN1CCOCC1)C1=C(C=CC(=C1)C#N)[N+](=O)[O-])=O ((5-Cyano-2-nitro-phenyl)-(5-morpholin-4-ylmethyl-pyridin-2-yl)-acetic acid ethyl ester). RXN SMILES: [CH2:1]([O:3][C:4](=[O:19])[CH2:5][C:6]1[CH:11]=[CH:10][C:9]([CH2:12][N:13]2[CH2:18][CH2:17][O:16][CH2:15][CH2:14]2)=[CH:8][N:7]=1)[CH3:2].F[C:21]1[CH:22]=[C:23]([CH:26]=[CH:27][C:28]=1[N+:29]([O-:31])=[O:30])[C:24]#[N:25].CC(C)([O-])C.[Li+].[Cl-].[NH4+]>C1(C)C=CC=CC=1.O1CCCC1>[CH2:1]([O:3][C:4](=[O:19])[CH:5]([C:21]1[CH:22]=[C:23]([C:24]#[N:25])[CH:26]=[CH:27][C:28]=1[N+:29]([O-:31])=[O:30])[C:6]1[CH:11]=[CH:10][C:9]([CH2:12][N:13]2[CH2:18][CH2:17][O:16][CH2:15][CH2:14]2)=[CH:8][N:7]=1)[CH3:2] |f:2.3,4.5|. Reported procedure: To a solution of (5-Morpholin-4-ylmethyl-pyridin-2-yl)-acetic acid ethyl ester (51.03 g, 74.5% w/w %, 143.8 mmol; Example 5) in toluene (204.1 ml) was added a solution of 3-fluoro-4-nitrobenzonitrile (24.5 g, 151 mmol) in tetrahydrofuran (357 ml) and the solution was degassed three times with nitrogen and then cooled to −20° C. Lithium tert-butoxide solution in tetrahydrofuran (137. ml, 20 w/w %, 302 mmol) was added dropwise over 1 hr. After stirring for an additional 1 hr 20 min the reaction mi... Starting materials: OCC1NCCCC1 (2-hydroxymethylpiperidine), CC=1C=C(C=CC1OC(C(F)F)(F)F)N=C=O (3-methyl-4-(1,1,2,2-tetrafluoroethoxy)-phenyl isocyanate). Run in CCOCC (ether), CCOCC (ether). Run at temperature 20 celsius, time 2 hour. Yields the product OCC1N(CCCC1)C(NC1=CC(=C(C=C1)OC(C(F)F)(F)F)C)=O (2-hydroxymethyl-1-{N-[3-methyl-4-(1,1,2,2,-tetrafluoroethoxy)-phenyl]-carbamoyl}-piperidine). Isolated yield 88.1%. RXN SMILES: [OH:1][CH2:2][CH:3]1[CH2:8][CH2:7][CH2:6][CH2:5][NH:4]1.[CH3:9][C:10]1[CH:11]=[C:12]([N:23]=[C:24]=[O:25])[CH:13]=[CH:14][C:15]=1[O:16][C:17]([F:22])([F:21])[CH:18]([F:20])[F:19]>CCOCC>[OH:1][CH2:2][CH:3]1[CH2:8][CH2:7][CH2:6][CH2:5][N:4]1[C:24](=[O:25])[NH:23][C:12]1[CH:13]=[CH:14][C:15]([O:16][C:17]([F:21])([F:22])[CH:18]([F:20])[F:19])=[C:10]([CH3:9])[CH:11]=1. Reported procedure: 11.5 g (0.10 mol) of 2-hydroxymethylpiperidine are dissolved in 100 ml of ether, and 24.9 g (0.10 mol) of 3-methyl-4-(1,1,2,2-tetrafluoroethoxy)-phenyl isocyanate, dissolved in 70 ml of ether, are added dropwise at 20° C. The mixture is stirred for 2 hours at 20° C. and cooled in an ice bath, and the precipitate which has been deposited is filtered off with suction. 32.1 g (88% of theory) of 2-hydroxymethyl-1-{N-[3-methyl-4-(1,1,2,2,-tetrafluoroethoxy)-phenyl]-carbamoyl}-piperidine are obtained ... Starting materials: BrC=1C=C(C=CC1)C1=NC(=C2C=NC(=NN21)NC2=CC(=C(C(=C2)OC)OC)OC)C (7-(3-bromophenyl)-5-methyl-N-(3,4,5-trimethoxyphenyl)-imidazo[5,1-f][1,2,4]triazin-2-amine), C(C)S(=O)(=O)C=1C=CC(=C(N)C1)OC (5-(ethylsulfonyl)-2-methoxyaniline), C(C)(C)(C)P(C1=C(C=CC=C1)C1=CC=CC=C1)C(C)(C)C (2-(dit-butylphosphino)biphenyl), Tris(dibenzylidineacetone)dipalladium (0), CC(C)([O-])C.[Na+] (sodium t-butoxide). Run in O1CCOCC1 (1,4-dioxane). Reaction conditions: temperature 130 celsius. Yields the product CC=1N=CN2N=C(N=CC21)NC2=CC(=C(C(=C2)OC)OC)OC (5-methyl-N-(3,4,5-trimethoxyphenyl)imidazo-[5,1-f][1,2,4]triazin-2-amine). Yield: 59.5%. As a reaction SMILES: BrC1C=C([C:8]2[N:16]3[C:11]([CH:12]=[N:13][C:14]([NH:17][C:18]4[CH:23]=[C:22]([O:24][CH3:25])[C:21]([O:26][CH3:27])=[C:20]([O:28][CH3:29])[CH:19]=4)=[N:15]3)=[C:10]([CH3:30])[N:9]=2)C=CC=1.C(S(C1C=CC(OC)=C(C=1)N)(=O)=O)C.C(P(C(C)(C)C)C1C=CC=CC=1C1C=CC=CC=1)(C)(C)C.CC(C)([O-])C.[Na+]>O1CCOCC1>[CH3:30][C:10]1[N:9]=[CH:8][N:16]2[C:11]=1[CH:12]=[N:13][C:14]([NH:17][C:18]1[CH:19]=[C:20]([O:28][CH3:29])[C:21]([O:26][CH3:27])=[C:22]([O:24][CH3:25])[CH:23]=1)=[N:15]2 |f:3.4|. Reported procedure: To a mixture of 7-(3-bromophenyl)-5-methyl-N-(3,4,5-trimethoxyphenyl)imidazo[5,1-f][1,2,4]triazin-2-amine (Example 9) (49.1 mg, 0.104 mmol), 5-(ethylsulfonyl)-2-methoxyaniline (22.5 mg, 0.104 mmol), 2-(dit-butylphosphino)biphenyl (16.3 mg, 0.054 mmol), Tris(dibenzylidineacetone)dipalladium (0) (16.6 mg, 0.018 mmol) and sodium t-butoxide (26.0 mg, 0.28 mmol) was added 1,4-dioxane (1.0 mL). In a sealed reaction vessel, the mixture was heated with microwave radiation at 130° C. for 50 minutes. Afte... Starting materials: [Br-], CCCCCCCCCCCCCC[N+](C)(C)C, CCOC(=O)C(C)(Cc1cccc(C)c1)C(=O)OCC, CCO, [Na+], [OH-], O. Yields the product CCOC(=O)C(C)Cc1cccc(C)c1. As a reaction SMILES: [Br-:24].[CH2:25]([N+:26]([CH3:27])([CH3:28])[CH3:29])[CH2:30][CH2:31][CH2:32][CH2:33][CH2:34][CH2:35][CH2:36][CH2:37][CH2:38][CH2:39][CH2:40][CH2:41][CH3:42].[CH3:1][C:2]([C:3](=[O:4])[O:5][CH2:6][CH3:7])([C:8]([O:9][CH2:10][CH3:11])=[O:12])[CH2:13][c:14]1[cH:15][c:16]([CH3:20])[cH:17][cH:18][cH:19]1.[CH3:43][CH2:44][OH:45].[Na+:22].[OH-:21].[OH2:23]>>[CH3:1][CH:2]([C:3](=[O:4])[O:5][CH2:6][CH3:7])[CH2:13][c:14]1[cH:15][c:16]([CH3:20])[cH:17][cH:18][cH:19]1.